Dataset: the Open Reaction Database (ORD), a public repository of structured organic reaction records. Task: describe an organic reaction: reactants, conditions, products, and yield Reactants: ClC1=C(C=CC(=C1)Cl)C1=CC2=C(N(C3=CC=C(C=C23)C(C(=CN(C)C)C)=O)C)N(C1=O)C (3-(2,4-dichlorophenyl)-6-(3-dimethylamino-2-methylacryloyl)-1,9-dimethyl-1,9-dihydropyrido[2,3-b]indol-2-one), C(C(=O)O)(=O)O.C(C)NN (ethylhydrazine oxalate). Product: ClC1=C(C=CC(=C1)Cl)C1=CC2=C(N(C3=CC=C(C=C23)C=2N(N=CC2C)CC)C)N(C1=O)C (3-(2,4-Dichlorophenyl)-6-(2-ethyl-4-methyl-2H-pyrazol-3-yl)-1,9-dimethyl-1,9-dihydropyrido[2,3-b]indol-2-one). RXN SMILES: [Cl:1][C:2]1[CH:7]=[C:6]([Cl:8])[CH:5]=[CH:4][C:3]=1[C:9]1[C:30](=[O:31])[N:29]([CH3:32])[C:12]2[N:13]([CH3:28])[C:14]3[C:19]([C:11]=2[CH:10]=1)=[CH:18][C:17]([C:20](=O)[C:21]([CH3:26])=[CH:22]N(C)C)=[CH:16][CH:15]=3.C(O)(=O)C(O)=O.[CH2:39]([NH:41][NH2:42])[CH3:40]>>[Cl:1][C:2]1[CH:7]=[C:6]([Cl:8])[CH:5]=[CH:4][C:3]=1[C:9]1[C:30](=[O:31])[N:29]([CH3:32])[C:12]2[N:13]([CH3:28])[C:14]3[C:19]([C:11]=2[CH:10]=1)=[CH:18][C:17]([C:20]1[N:41]([CH2:39][CH3:40])[N:42]=[CH:22][C:21]=1[CH3:26])=[CH:16][CH:15]=3 |f:1.2|. Procedure: The process is carried out as indicated in Example 37 above, using 3-(2,4-dichlorophenyl)-6-(3-dimethylamino-2-methylacryloyl)-1,9-dimethyl-1,9-dihydropyrido[2,3-b]indol-2-one from preparation 1.13 above and ethylhydrazine oxalate.